Dataset: the Open Reaction Database (ORD), a public repository of structured organic reaction records. Task: describe an organic reaction: reactants, conditions, products, and yield Reactants: F[B-](F)(F)F, O=S(=O)(c1ccccc1)n1ccc2c(Br)cccc21, CC(=O)OC(C)(C)C, Cc1ccccc1, C[Si](C)(C)[N-][Si](C)(C)C, CC(C)c1cccc(C(C)C)c1N1C=[N+](c2c(C(C)C)cccc2C(C)C)CC1, [Li+], O=C(C=Cc1ccccc1)C=Cc1ccccc1, O=C(C=Cc1ccccc1)C=Cc1ccccc1, O=C(C=Cc1ccccc1)C=Cc1ccccc1, [Pd], [Pd]. Product: CC(C)(C)OC(=O)Cc1cccc2c1ccn2S(=O)(=O)c1ccccc1. As a reaction SMILES: [B-:1]([F:2])([F:3])([F:4])[F:5].[Br:45][c:46]1[c:47]2[cH:48][cH:49][n:50]([S:55](=[O:56])(=[O:57])[c:58]3[cH:59][cH:60][cH:61][cH:62][cH:63]3)[c:51]2[cH:52][cH:53][cH:54]1.[C:64]([CH3:65])(=[O:66])[O:67][C:68]([CH3:69])([CH3:70])[CH3:71].[CH3:128][c:129]1[cH:130][cH:131][cH:132][cH:133][cH:134]1.[CH3:35][Si:36]([N-:37][Si:38]([CH3:39])([CH3:40])[CH3:41])([CH3:42])[CH3:43].[CH:6]([c:7]1[cH:8][cH:9][cH:10][c:11]([CH:12]([CH3:13])[CH3:14])[c:15]1[N+:16]1=[CH:32][N:19]([c:20]2[c:21]([CH:22]([CH3:23])[CH3:24])[cH:25][cH:26][cH:27][c:28]2[CH:29]([CH3:30])[CH3:31])[CH2:18][CH2:17]1)([CH3:33])[CH3:34].[Li+:44].[O:110]=[C:111]([CH:112]=[CH:113][c:114]1[cH:115][cH:116][cH:117][cH:118][cH:119]1)[CH:120]=[CH:121][c:122]1[cH:123][cH:124][cH:125][cH:126][cH:127]1.[O:74]=[C:75]([CH:76]=[CH:77][c:78]1[cH:79][cH:80][cH:81][cH:82][cH:83]1)[CH:84]=[CH:85][c:86]1[cH:87][cH:88][cH:89][cH:90][cH:91]1.[O:92]=[C:93]([CH:94]=[CH:95][c:96]1[cH:97][cH:98][cH:99][cH:100][cH:101]1)[CH:102]=[CH:103][c:104]1[cH:105][cH:106][cH:107][cH:108][cH:109]1.[Pd:72].[Pd:73]>>[c:46]1([CH2:65][C:64](=[O:66])[O:67][C:68]([CH3:69])([CH3:70])[CH3:71])[c:47]2[cH:48][cH:49][n:50]([S:55](=[O:56])(=[O:57])[c:58]3[cH:59][cH:60][cH:61][cH:62][cH:63]3)[c:51]2[cH:52][cH:53][cH:54]1. Reactants: S(=O)([O-])S(=O)[O-].[Na+].[Na+] (sodium dithionite), ClC1=CC=C(C=C1)N1C(=O)N(C(=O)C=C1N)CCC (1-(4-chlorophenyl)-3-n-propyl-6-aminouracil), C(=O)O (formic acid), N(=O)[O-].[Na+] (sodium nitrite), C(=O)N (formamide). Reaction conditions: temperature 60 celsius, time 30 minute. The product is C(CC)N1C(=O)N(C=2N=CNC2C1=O)C1=CC=C(C=C1)Cl (1-n-propyl-3-(4-chlorophenyl)-xanthine). The yield is 64.3%. As a reaction SMILES: [Cl:1][C:2]1[CH:7]=[CH:6][C:5]([N:8]2[C:15]([NH2:16])=[CH:14][C:12](=[O:13])[N:11]([CH2:17][CH2:18][CH3:19])[C:9]2=[O:10])=[CH:4][CH:3]=1.C(O)=O.N([O-])=O.[Na+].S(S([O-])=O)([O-])=O.[Na+].[Na+].[CH:35]([NH2:37])=O>>[CH2:17]([N:11]1[C:12](=[O:13])[C:14]2[NH:37][CH:35]=[N:16][C:15]=2[N:8]([C:5]2[CH:4]=[CH:3][C:2]([Cl:1])=[CH:7][CH:6]=2)[C:9]1=[O:10])[CH2:18][CH3:19] |f:2.3,4.5.6|. Procedure details: A mixture of 1-(4-chlorophenyl)-3-n-propyl-6-aminouracil (28.0 g; 0.1 mole), formic acid (15.1 ml; 0.4 moles) and sodium nitrite (7 g; 0.1 mole) in formamide (600 ml) was heated to 60° C. for 10 minutes. The temperature was then increased to 100° C. and sodium dithionite (2.3 g; 0.013 moles) was added over a period of 10 minutes. After addition, the temperature was increased to 190° C., mantained for 30 minutes and the reaction mixture was cooled and extracted with chloroform. The organic soluti... Starting materials: C([O-])([O-])=O.[K+].[K+] (potassium carbonate), ClC=1C=C2C(C(=O)OC2=O)=CC1 (4-Chlorophthalic anhydride), [N+](=O)([O-])C1=CC=CC=C1 (nitrobenzene), C([O-])([O-])=O.[K+].[K+] (potassium carbonate), [N+](=O)([O-])C1=CC=CC=C1 (nitrobenzene), ClC1=CC=C(C(=O)O)C=C1 (4-chlorobenzoic acid). Reagents/catalysts: [Br-].C1(=CC=CC=C1)[P+](C1=CC=CC=C1)(C1=CC=CC=C1)C1=CC=CC=C1 (Tetraphenyl phosphonium bromide). RXN SMILES: Cl[C:2]1[CH:3]=[C:4]2[C:9](=[O:10])[O:8][C:6](=[O:7])[C:5]2=[CH:11][CH:12]=1.[C:13](=[O:16])([O-:15])[O-].[K+].[K+].Cl[C:20]1[CH:28]=[CH:27][C:23]([C:24](O)=[O:25])=[CH:22][CH:21]=1.[N+](C1C=CC=CC=1)([O-])=[O:30]>[Br-].C1([P+](C2C=CC=CC=2)(C2C=CC=CC=2)C2C=CC=CC=2)C=CC=CC=1>[CH:12]1[C:2]([O:30][C:28]2[CH:20]=[CH:21][C:22]3[C:13]([O:15][C:24](=[O:25])[C:23]=3[CH:27]=2)=[O:16])=[CH:3][C:4]2[C:9]([O:8][C:6](=[O:7])[C:5]=2[CH:11]=1)=[O:10] |f:1.2.3,6.7|. Procedure: 4-Chlorophthalic anhydride (30 g, 160 mmol), and nitrobenzene (Aldrich, 30 g, containing 500 ppm water) were heated to reflux. Dry potassium carbonate (1.32 g, 9.6 mmol) was added and the mixture heated for 30 minutes. Tetraphenyl phosphonium bromide (0.36 g, 0.9 mmol) and 4-chlorobenzoic acid (0.06 g, 0.4 mmol) were added followed by addition of potassium carbonate (11.4 g, 82.2 mmol). The reaction was heated for about 9 hours and then was diluted with nitrobenzene (30 g) and filtered. The 4,4'... The product is C1=CC2=C(C=C1OC3=CC4=C(C=C3)C(=O)OC4=O)C(=O)OC2=O (4,4'-oxydiphthalic anhydride). Starting materials: C1COCCN1, CC1=CC(=CC(=C1NC(=O)CC2CCCC2)C)Br. Reagents/catalysts: CC(C)(C)[O-].[K+], CN(C)C1=CC=CC=C1C2=CC=CC=C2P(C3CCCCC3)C4CCCCC4, C1=CC=C(C=C1)/C=C/C(=O)/C=C/C2=CC=CC=C2.C1=CC=C(C=C1)/C=C/C(=O)/C=C/C2=CC=CC=C2.C1=CC=C(C=C1)/C=C/C(=O)/C=C/C2=CC=CC=C2.[Pd].[Pd]. The solvent is CC1=CC=CC=C1. Conditions: temperature 80 celsius. The product is CC1=CC(=CC(=C1NC(=O)CC2CCCC2)C)N3CCOCC3. The yield is 13.2%. Procedure: Exemplar cmpd from, though employing slightly different Buchwald-Hartwig coupling conditions.  Tris(dibenzylidenacetone)dipalladium(0) (31 mg, 0.03 mmol) and 2'-(dicyclohexylphosphino)-N,N-dimethylbiphenyl-2-amine (27 mg, 0.07 mmol) were stirred in anhydrous toluene (3 mL) for 15 minutes under an argon (g) sparge. To the stirring soluntion was added the N-(4-bromo-2,6-dimethylphenyl)-2-cyclopentylacetamide (208 mg, 0.67 mmol) and morpholine (0.070 mL, 0.80 mmol) neat, followed by the potassium t...